From a dataset of the Open Reaction Database (ORD), a public repository of structured organic reaction records. describe an organic reaction: reactants, conditions, products, and yield The reactants are I(=O)(=O)(=O)O (Periodic acid), C1=CC=CC=2SC3=CC=CC=C3NC12 (phenothiazine), O (water), C1=CC=CC=2SC3=CC=CC=C3NC12 (Phenothiazine), COC1=CC=C(C=C1)N (p-anisidine). Run in CO (methanol), CO (methanol). Product: COC1=CC=C(C=C1)NC1C=CC2=NC3=CC=CC=C3SC2=C1 (3-(4-methoxyphenylamino)-3H-phenothiazine). Reaction SMILES: [CH:1]1[C:14]2[NH:13][C:12]3[C:7](=[CH:8][CH:9]=[CH:10][CH:11]=3)[S:6][C:5]=2[CH:4]=[CH:3][CH:2]=1.[CH3:15][O:16][C:17]1[CH:22]=[CH:21][C:20]([NH2:23])=[CH:19][CH:18]=1.I(O)(=O)(=O)=O.O>CO>[CH3:15][O:16][C:17]1[CH:22]=[CH:21][C:20]([NH:23][CH:3]2[CH:4]=[C:5]3[C:14](=[N:13][C:12]4[C:7]([S:6]3)=[CH:8][CH:9]=[CH:10][CH:11]=4)[CH:1]=[CH:2]2)=[CH:19][CH:18]=1. Procedure details: Phenothiazine, 0.5 g/0.0025M, and p-anisidine, 0.307 g/0.0025M, were dissolved in 50 ml of methanol and stirred at ambient temperature. Periodic acid, 3.4 g/0.015M, was dissolved in 40 ml of methanol and the solution added in one portion to the stirring phenothiazine mixture. The reaction mixture was stirred for 20 minutes and then poured into 100 ml of water with solid residue being collected by a Buchner funnel. The solid was stirred with 200 ml of a 1:1 mixture of MeOH/H2O and collected. The ...